Dataset: the Open Reaction Database (ORD), a public repository of structured organic reaction records. Task: describe an organic reaction: reactants, conditions, products, and yield The reactants are N1=C2C(=NS1)C(=CC=C2)S(=O)(=O)NC2=C(C(=O)O)C=CC(=C2)I (2-(Benzo[1,2,5]thiadiazole-4-sulfonylamino)-4-iodo-benzoic acid), Cl.COC([C@H](CC1=CC(=C(C=C1)Cl)Br)N)=O ((S)-2-amino-3-(3-bromo-4-chloro-phenyl)-propionic acid methyl ester hydrochloride). Product: COC([C@H](CC1=CC(=C(C=C1)Cl)Br)NC(C1=C(C=C(C=C1)I)NS(=O)(=O)C1=CC=CC=2C1=NSN2)=O)=O ((S)-2-[2-(Benzo[1,2,5]thiadiazole-4-sulfonylamino)-4-iodo-benzoylamino]-3-(3-bromo-4-chloro-phenyl)-propionic-acid methyl ester). RXN SMILES: [N:1]1[S:5][N:4]=[C:3]2[C:6]([S:10]([NH:13][C:14]3[CH:22]=[C:21]([I:23])[CH:20]=[CH:19][C:15]=3[C:16](O)=[O:17])(=[O:12])=[O:11])=[CH:7][CH:8]=[CH:9][C:2]=12.Cl.[CH3:25][O:26][C:27](=[O:39])[C@@H:28]([NH2:38])[CH2:29][C:30]1[CH:35]=[CH:34][C:33]([Cl:36])=[C:32]([Br:37])[CH:31]=1>>[CH3:25][O:26][C:27](=[O:39])[C@@H:28]([NH:38][C:16](=[O:17])[C:15]1[CH:19]=[CH:20][C:21]([I:23])=[CH:22][C:14]=1[NH:13][S:10]([C:6]1[C:3]2=[N:4][S:5][N:1]=[C:2]2[CH:9]=[CH:8][CH:7]=1)(=[O:12])=[O:11])[CH2:29][C:30]1[CH:35]=[CH:34][C:33]([Cl:36])=[C:32]([Br:37])[CH:31]=1 |f:1.2|. Procedure: 2-(Benzo[1,2,5]thiadiazole-4-sulfonylamino)-4-iodo-benzoic acid was coupled to (S)-2-amino-3-(3-bromo-4-chloro-phenyl)-propionic acid methyl ester hydrochloride as in EXAMPLE 1, Part C, to afford the title compound. HPLC: RT=10.85 min. MS (ESI+): mass calcd. for C23H17BrClIN4O5S2, 735.80; m/z found, 735/737 [M+H]+. 1H NMR (500 MHz, CDCl3): 11.31 (s, 1H), 8.36 (d, J=7.1, 1H), 8.22 (d, J=8.7, 1H), 8.08 (d, J=1.4, 1H), 7.72 (dd, J=8.8, 7.1, 1H), 7.36-7.28 (m, 3H), 6.96-6.90 (m, 2H), 6.46 (d, J=7.1,... Starting materials: C([O-])([O-])=O.[Cs+].[Cs+] (Cesium carbonate), C(C)NC(=O)C1=CC2=C(N=C(N=C2C2=C(C=C(C(=C2)O)Cl)Cl)N)S1 (2-Amino-4-(2,4-dichloro-5-hydroxyphenyl)-thieno[2,3-d]pyrimidine-6-carboxylic acid ethyl amide), Br.BrCCN(CC)CC (2-Bromo-N,N-diethylethylamine hydrobromide), ClCCl (dichloromethane). Run in CN(C)C=O (DMF). Reaction conditions: temperature -140 celsius. Yields the product C(C)NC(=O)C1=CC2=C(N=C(N=C2C2=C(C=C(C(=C2)OCCN(CC)CC)Cl)Cl)N)S1 (2-Amino-4-[2,4-dichloro-5-(2-diethylamino-ethoxy)-phenyl]-thieno[2,3-d]pyrimidine-6-carboxylic acid ethyl amide). Reaction SMILES: C(=O)([O-])[O-].[Cs+].[Cs+].[CH2:7]([NH:9][C:10]([C:12]1[S:30][C:15]2[N:16]=[C:17]([NH2:29])[N:18]=[C:19]([C:20]3[CH:25]=[C:24]([OH:26])[C:23]([Cl:27])=[CH:22][C:21]=3[Cl:28])[C:14]=2[CH:13]=1)=[O:11])[CH3:8].ClCCl.Br.Br[CH2:36][CH2:37][N:38]([CH2:41][CH3:42])[CH2:39][CH3:40]>CN(C=O)C>[CH2:7]([NH:9][C:10]([C:12]1[S:30][C:15]2[N:16]=[C:17]([NH2:29])[N:18]=[C:19]([C:20]3[CH:25]=[C:24]([O:26][CH2:36][CH2:37][N:38]([CH2:41][CH3:42])[CH2:39][CH3:40])[C:23]([Cl:27])=[CH:22][C:21]=3[Cl:28])[C:14]=2[CH:13]=1)=[O:11])[CH3:8] |f:0.1.2,5.6|. Procedure details: Cesium carbonate was added to a solution of 2-Amino-4-(2,4-dichloro-5-hydroxyphenyl)-thieno[2,3-d]pyrimidine-6-carboxylic acid ethyl amide in DMF, 2-Bromo-N,N-diethylethylamine hydrobromide was added and the suspension heated, at −140° C., for ˜2 hrs. The resulting suspension was allowed to cool and dichloromethane added. The mixture was washed with water and saturated aqueous sodium chloride solution. The solution was dried over anhydrous sodium sulphate and concentrated to a dark brown gum. Th... Reactants: ClB(Cl)Cl, COc1cccc(C(=O)N2c3cc(Br)ccc3-n3cccc3C2C)c1, O=C([O-])O, CCCC[N+](CCCC)(CCCC)CCCC, ClCCl, [I-], [Na+], O. Product: CC1c2cccn2-c2ccc(Br)cc2N1C(=O)c1cccc(O)c1. Reaction SMILES: [B:26]([Cl:27])([Cl:28])[Cl:29].[Br:1][c:2]1[cH:3][c:4]2[c:9]([cH:10][cH:11]1)-[n:8]1[c:7]([cH:14][cH:13][cH:12]1)[CH:6]([CH3:15])[N:5]2[C:16]([c:17]1[cH:18][c:19]([O:23][CH3:24])[cH:20][cH:21][cH:22]1)=[O:25].[C:52](=[O:53])([OH:54])[O-:55].[CH2:32]([N+:33]([CH2:34][CH2:35][CH2:36][CH3:37])([CH2:38][CH2:39][CH2:40][CH3:41])[CH2:42][CH2:43][CH2:44][CH3:45])[CH2:46][CH2:47][CH3:48].[CH2:49]([Cl:50])[Cl:51].[I-:31].[Na+:56].[OH2:30]>>[Br:1][c:2]1[cH:3][c:4]2[c:9]([cH:10][cH:11]1)-[n:8]1[c:7]([cH:14][cH:13][cH:12]1)[CH:6]([CH3:15])[N:5]2[C:16]([c:17]1[cH:18][c:19]([OH:23])[cH:20][cH:21][cH:22]1)=[O:25]. Reactants: CCOC(C)=O, O=C(OO)c1cccc(Cl)c1, CC(C)(C)OC(=O)Nc1ccccn1. Yields the product CC(C)(C)OC(=O)[NH+]([O-])c1ccccn1. As a reaction SMILES: [CH3:26][CH2:27][O:28][C:29](=[O:30])[CH3:31].[OH:15][O:16][C:17]([c:18]1[cH:19][c:20]([Cl:21])[cH:22][cH:23][cH:24]1)=[O:25].[n:1]1[c:2]([NH:7][C:8]([O:9][C:10]([CH3:11])([CH3:12])[CH3:13])=[O:14])[cH:3][cH:4][cH:5][cH:6]1>>[n:1]1[c:2]([NH+:7]([C:8]([O:9][C:10]([CH3:11])([CH3:12])[CH3:13])=[O:14])[O-:15])[cH:3][cH:4][cH:5][cH:6]1. Reported procedure: In analogy to the procedure described in example 1 g], (S)-3-{2-chloro-4-[2-(4-isopropoxy-phenyl)-5-methyl-oxazol-4-ylmethoxy]-phenyl}-2-ethoxy-propionic acid methyl ester was treated with LiOH to obtain (S)-3-{2-chloro-4-[2-(4-isopropoxy-phenyl)-5-methyl-oxazol-4-ylmethoxy]-phenyl}-2-ethoxy-propionic acid as colorless foam. As a reaction SMILES: C[O:2][C:3](=[O:34])[C@@H:4]([O:31][CH2:32][CH3:33])[CH2:5][C:6]1[CH:11]=[CH:10][C:9]([O:12][CH2:13][C:14]2[N:15]=[C:16]([C:20]3[CH:25]=[CH:24][C:23]([O:26][CH:27]([CH3:29])[CH3:28])=[CH:22][CH:21]=3)[O:17][C:18]=2[CH3:19])=[CH:8][C:7]=1[Cl:30].[Li+].[OH-]>>[Cl:30][C:7]1[CH:8]=[C:9]([O:12][CH2:13][C:14]2[N:15]=[C:16]([C:20]3[CH:21]=[CH:22][C:23]([O:26][CH:27]([CH3:29])[CH3:28])=[CH:24][CH:25]=3)[O:17][C:18]=2[CH3:19])[CH:10]=[CH:11][C:6]=1[CH2:5][C@H:4]([O:31][CH2:32][CH3:33])[C:3]([OH:34])=[O:2] |f:1.2|. Yields the product ClC1=C(C=CC(=C1)OCC=1N=C(OC1C)C1=CC=C(C=C1)OC(C)C)C[C@@H](C(=O)O)OCC ((S)-3-{2-chloro-4-[2-(4-isopropoxy-phenyl)-5-methyl-oxazol-4-ylmethoxy]-phenyl}-2-ethoxy-propionic acid). Reactants: COC([C@H](CC1=C(C=C(C=C1)OCC=1N=C(OC1C)C1=CC=C(C=C1)OC(C)C)Cl)OCC)=O ((S)-3-{2-chloro-4-[2-(4-isopropoxy-phenyl)-5-methyl-oxazol-4-ylmethoxy]-phenyl}-2-ethoxy-propionic acid methyl ester), [Li+].[OH-] (LiOH). Reactants: Br, Br, O=C=Cc1ccccc1, C=Cc1ccccc1C=C, ClC(Cl)(Cl)Cl, [Fe]. The product is C=Cc1ccccc1, C=Cc1ccccc1C=C. Reaction SMILES: [Br:20].[BrH:21].[C:1](=[CH:2][c:3]1[cH:4][cH:5][cH:6][cH:7][cH:8]1)=[O:9].[CH:10](=[CH2:11])[c:12]1[c:13]([CH:18]=[CH2:19])[cH:14][cH:15][cH:16][cH:17]1.[Cl:22][C:23]([Cl:24])([Cl:25])[Cl:26].[Fe:27]>>[CH2:1]=[CH:2][c:3]1[cH:4][cH:5][cH:6][cH:7][cH:8]1.[CH:10](=[CH2:11])[c:12]1[c:13]([CH:18]=[CH2:19])[cH:14][cH:15][cH:16][cH:17]1.